From a dataset of the Open Reaction Database (ORD), a public repository of structured organic reaction records. describe an organic reaction: reactants, conditions, products, and yield The reactants are C1C(=O)OC(=O)CN1CC[NH+](CCN2CC(=O)OC(=O)C2)CC(=O)[O-] (diethylenetriaminepentaacetic acid dianhydride), NCCN (1,2-diaminoethane). The solvent is CS(=O)C (DMSO), CS(=O)C.C1CC2=NCCCN2C1 (DMSO DBN), CS(=O)C (DMSO). Reaction conditions: time 48 hour. Product: C(=O)(O)CN1CCN(CCN(CC(NCCNC(C1)=O)=O)CC(=O)O)CC(=O)O (1,4,7-tris(carboxymethyl)-9,14-dioxo-1,4,7,10,13-pentaazacyclopentadecane). Isolated yield 30.4%. Reaction SMILES: [CH2:1]1[N:8]([CH2:9][CH2:10][NH+:11]([CH2:22][C:23]([O-:25])=[O:24])[CH2:12][CH2:13][N:14]2[CH2:21][C:19](=[O:20])[O:18][C:16](=[O:17])[CH2:15]2)[CH2:7][C:5](=[O:6])[O:4][C:2]1=[O:3].[NH2:26][CH2:27][CH2:28][NH2:29]>CS(C)=O.CS(C)=O.C1CN2C(=NCCC2)C1>[C:16]([CH2:15][N:14]1[CH2:21][C:19](=[O:20])[NH:29][CH2:28][CH2:27][NH:26][C:2](=[O:3])[CH2:1][N:8]([CH2:7][C:5]([OH:4])=[O:6])[CH2:9][CH2:10][N:11]([CH2:22][C:23]([OH:25])=[O:24])[CH2:12][CH2:13]1)([OH:18])=[O:17] |f:3.4|. Procedure: A 500 mL three-neck flash was charged with 150 mL of dry DMSO and the flask flushed with nitrogen. Two syringes were charged separately with solutions of diethylenetriaminepentaacetic acid dianhydride (2.00 g, 5.60 mmol) in 125 mL of DMSO, and 1,2-diaminoethane (0.336 g, 5,60 mmol) in DMSO/DBN (122 mL/3 mL). The solutions were added simultaneously to the flask at ambient temperature at a rate of 40 mL/hour. After the addition was complete, the reaction mixture was allowed to stir for 48 hours, c... Starting materials: product, COC1=C(C=C2C(=CC(NC2=C1)=O)O[C@@H]1C[C@H](N(C1)C(=O)OC(C)(C)C)C(=O)OC)C=C (1-tert-butyl 2-methyl (2S,4R)-4-[(7-methoxy-2-oxo-6-vinyl-1,2-dihydroquinolin-4-yl)oxy]pyrrolidine-1,2-dicarboxylate), Cl (HCl). Reaction conditions: time 1.5 hour. Product: 1.73, Cl.COC1=C(C=C2C(=CC(NC2=C1)=O)O[C@@H]1C[C@H](NC1)C(=O)OC)C=C (Methyl (4R)-4-[(7-methoxy-2-oxo-6-vinyl-1,2-dihydroquinolin-4-yl)oxy]-L-prolinate hydrochloride). Isolated yield 99.0%. As a reaction SMILES: [CH3:1][O:2][C:3]1[CH:12]=[C:11]2[C:6]([C:7]([O:14][C@H:15]3[CH2:19][N:18](C(OC(C)(C)C)=O)[C@H:17]([C:27]([O:29][CH3:30])=[O:28])[CH2:16]3)=[CH:8][C:9](=[O:13])[NH:10]2)=[CH:5][C:4]=1[CH:31]=[CH2:32].[ClH:33]>>[ClH:33].[CH3:1][O:2][C:3]1[CH:12]=[C:11]2[C:6]([C:7]([O:14][C@H:15]3[CH2:19][NH:18][C@H:17]([C:27]([O:29][CH3:30])=[O:28])[CH2:16]3)=[CH:8][C:9](=[O:13])[NH:10]2)=[CH:5][C:4]=1[CH:31]=[CH2:32] |f:2.3|. Procedure: To the product from Step 3, 1-tert-butyl 2-methyl (2S,4R)-4-[(7-methoxy-2-oxo-6-vinyl-1,2-dihydroquinolin-4-yl)oxy]pyrrolidine-1,2-dicarboxylate (2.02 g, 4.54 mmol) was added HCl (4M in dioxane) (22.72 ml, 91 mmol) at r.t. After 1.5 h, the solvent was removed in vacuo. The residue was taken up in Et2O and the solvent was removed in vacuo to yield 1.73 (99%) g of the title compound as a tan solid. LRMS ESI+ (M+H)+ 345.4. Starting materials: BrCCCCCCCc1ccccc1, ClCCl, [Li]CCCC, Cc1ccccc1C=NC(C)(C)C, CC(C)NC(C)C, C1CCOC1, O. The product is CC(C)(C)N=Cc1ccccc1CCCCCCCCc1ccccc1. As a reaction SMILES: [Br:26][CH2:27][CH2:28][CH2:29][CH2:30][CH2:31][CH2:32][CH2:33][c:34]1[cH:35][cH:36][cH:37][cH:38][cH:39]1.[CH2:45]([Cl:46])[Cl:47].[CH2:8]([Li:9])[CH2:10][CH2:11][CH3:12].[CH3:13][c:14]1[c:15]([CH:20]=[N:21][C:22]([CH3:23])([CH3:24])[CH3:25])[cH:16][cH:17][cH:18][cH:19]1.[CH:1]([NH:2][CH:3]([CH3:4])[CH3:5])([CH3:6])[CH3:7].[O:40]1[CH2:41][CH2:42][CH2:43][CH2:44]1.[OH2:48]>>[CH2:13]([c:14]1[c:15]([CH:20]=[N:21][C:22]([CH3:23])([CH3:24])[CH3:25])[cH:16][cH:17][cH:18][cH:19]1)[CH2:27][CH2:28][CH2:29][CH2:30][CH2:31][CH2:32][CH2:33][c:34]1[cH:35][cH:36][cH:37][cH:38][cH:39]1.